Dataset: the Open Reaction Database (ORD), a public repository of structured organic reaction records. Task: describe an organic reaction: reactants, conditions, products, and yield Starting materials: NC1=C(C=C(C=C1)C1(CC1)C#N)Br (1-(4-amino-3-bromo-phenyl)-cyclopropanecarbonitrile), CC1(CC=C(CC1)B(O)O)C (4,4-dimethylcyclohexen-1-yl boronic acid). The product is NC1=C(C=C(C=C1)C1(CC1)C#N)C1=CCC(CC1)(C)C (1-[4-Amino-3-(4,4-dimethyl-cyclohex-1-enyl)-phenyl]-cyclopropanecarbonitrile). RXN SMILES: [NH2:1][C:2]1[CH:7]=[CH:6][C:5]([C:8]2([C:11]#[N:12])[CH2:10][CH2:9]2)=[CH:4][C:3]=1Br.[CH3:14][C:15]1([CH3:24])[CH2:20][CH2:19][C:18](B(O)O)=[CH:17][CH2:16]1>>[NH2:1][C:2]1[CH:7]=[CH:6][C:5]([C:8]2([C:11]#[N:12])[CH2:10][CH2:9]2)=[CH:4][C:3]=1[C:18]1[CH2:19][CH2:20][C:15]([CH3:24])([CH3:14])[CH2:16][CH:17]=1. Procedure details: The title compound was prepared from 1-(4-amino-3-bromo-phenyl)-cyclopropanecarbonitrile (as prepared in this step) and 4,4-dimethylcyclohexen-1-yl boronic acid using the conditions described in Example 1, step (e). 1H NMR (CD3OD; 400 MHz): δ 6.95 (dd, 1H, J=8.2, 2.3 Hz), 6.88 (d, 1H, J=2.3 Hz), 6.71 (d, 1H, J=8.2 Hz), 5.62 (m, 1H), 2.52-2.23 (m, 2H), 1.98-1.97 (m, 2H), 1.55-1.51 (m, 4H), 1.31-1.28 (m, 2H), 1.01 (s, 6H).